Dataset: the Open Reaction Database (ORD), a public repository of structured organic reaction records. Task: describe an organic reaction: reactants, conditions, products, and yield Starting materials: C(C1=CC=CC=C1)OC([C@@H](N(C(=O)OC(C)(C)C)I)C)=O (N-Boc-iodo-L-alanine benzyl ester), BrC(C)Br (dibromoethane), IC1=CC=C(C=C1)C1(CC1)C(=O)[O-] (1-(4-iodophenyl)cyclopropane-1-carboxylate), C1(=C(C=CC=C1)P(C1=C(C=CC=C1)C)C1=C(C=CC=C1)C)C (tri-o-tolylphosphine). Reagents/catalysts: [Zn] (zinc), C=1C=CC(=CC1)/C=C/C(=O)/C=C/C2=CC=CC=C2.C=1C=CC(=CC1)/C=C/C(=O)/C=C/C2=CC=CC=C2.C=1C=CC(=CC1)/C=C/C(=O)/C=C/C2=CC=CC=C2.[Pd].[Pd] (tris(dibenzylideneacetone)dipalladium(0)). Run in CC(=O)N(C)C (dimethylacetamide), C1CCOC1 (THF), CC(=O)N(C)C (dimethylacetamide), C(C)(=O)OCC (ethyl acetate). Conditions: temperature 55 celsius, time 16 hour. Product: C(C1=CC=CC=C1)OC(CCC1=CC=CC=C1)=O (benzenepropanoic acid benzyl ester). Isolated yield 67.1%. As a reaction SMILES: BrC(Br)C.[CH2:5]([O:12][C:13](=[O:25])[C@H:14]([CH3:24])N(I)C(OC(C)(C)C)=O)[C:6]1[CH:11]=[CH:10][CH:9]=[CH:8][CH:7]=1.I[C:27]1[CH:32]=[CH:31][C:30](C2(C([O-])=O)CC2)=[CH:29][CH:28]=1.C1(C)C=CC=CC=1P(C1C=CC=CC=1C)C1C=CC=CC=1C>C1COCC1.CC(N(C)C)=O.C(OCC)(=O)C.[Zn].C1C=CC(/C=C/C(/C=C/C2C=CC=CC=2)=O)=CC=1.C1C=CC(/C=C/C(/C=C/C2C=CC=CC=2)=O)=CC=1.C1C=CC(/C=C/C(/C=C/C2C=CC=CC=2)=O)=CC=1.[Pd].[Pd]>[CH2:5]([O:12][C:13](=[O:25])[CH2:14][CH2:24][C:27]1[CH:32]=[CH:31][CH:30]=[CH:29][CH:28]=1)[C:6]1[CH:7]=[CH:8][CH:9]=[CH:10][CH:11]=1 |f:8.9.10.11.12|. Procedure details: A suspension of zinc (0.874 g) in THF with dibromoethane (0.02 mL) was sonicated at 40° C. for 40 minutes under argon. N-Boc-iodo-L-alanine benzyl ester (4.20 g, 10.4 mmol) and dimethylacetamide (5 mL) were added, and the mixture was heated at 55° C. for 1 hour. tbutyl 1-(4-iodophenyl)cyclopropane-1-carboxylate (3.26 g, 9.48 mmol) in dimethylacetamide (10 mL) was added followed by tris(dibenzylideneacetone)dipalladium(0) (0.33 g) and tri-o-tolylphosphine (0.398 g). Heating was continued under ar... The reactants are B(Br)(Br)Br (boron tribromide), ClC1=C(CC2C(N(CC2)C2CC3=CNN=C3CC2)=O)C(=CC(=C1)OC)Cl (3-(2,6-Dichloro-4-methoxy-benzyl)-1-(4,5,6,7-tetrahydro-2H-indazol-5-yl)-pyrrolidin-2-one), CO (methanol). Run in C(Cl)Cl (methylene chloride). Run at temperature 0 celsius, time 28 hour. The product is ClC1=C(CC2C(N(CC2)C2CC3=CNN=C3CC2)=O)C(=CC(=C1)O)Cl (3-(2,6-Dichloro-4-hydroxy-benzyl)-1-(4,5,6,7-tetrahydro-2H-indazol-5-yl)-pyrrolidin-2-one). Yield: 74.0%. Reaction SMILES: [Cl:1][C:2]1[CH:23]=[C:22]([O:24]C)[CH:21]=[C:20]([Cl:26])[C:3]=1[CH2:4][CH:5]1[CH2:9][CH2:8][N:7]([CH:10]2[CH2:18][CH2:17][C:16]3[C:12](=[CH:13][NH:14][N:15]=3)[CH2:11]2)[C:6]1=[O:19].B(Br)(Br)Br.CO>C(Cl)Cl>[Cl:26][C:20]1[CH:21]=[C:22]([OH:24])[CH:23]=[C:2]([Cl:1])[C:3]=1[CH2:4][CH:5]1[CH2:9][CH2:8][N:7]([CH:10]2[CH2:18][CH2:17][C:16]3[C:12](=[CH:13][NH:14][N:15]=3)[CH2:11]2)[C:6]1=[O:19]. Procedure details: Dissolve 3-(2,6-Dichloro-4-methoxy-benzyl)-1-(4,5,6,7-tetrahydro-2H-indazol-5-yl)-pyrrolidin-2-one (Example 1) (15.0 g, 38 mmol) in methylene chloride (1.5 L) and cool to 0° C. Treat with boron tribromide (19.9 mL, 190 mmol) dropwise over 30 minutes and allow reaction mixture to warm to room temperature. Stir for 28 h at room temperature, re-cool in an ice-bath, add methanol (38 mL) carefully over 15 minutes to the stirred reaction mixture. Remove organic solvents by rotary evaporator, and disso... As a reaction SMILES: [CH:1]1([S:4](Cl)(=[O:6])=[O:5])[CH2:3][CH2:2]1.[CH2:8]([OH:15])[C:9]1[CH:14]=[CH:13][CH:12]=[CH:11][CH:10]=1.N1C=CC=CC=1>C(Cl)Cl>[CH:1]1([S:4]([O:15][CH2:8][C:9]2[CH:14]=[CH:13][CH:12]=[CH:11][CH:10]=2)(=[O:6])=[O:5])[CH2:3][CH2:2]1. Yields the product C1(CC1)S(=O)(=O)OCC1=CC=CC=C1 (Benzyl cyclopropanesulfonate). Run at temperature 25 celsius, time 16 hour. The solvent is C(Cl)Cl (DCM), C(Cl)Cl (DCM). Reported procedure: Cyclopropyl sulfonyl chloride (2 g, 14.2 mmol) was added drop-wise at 0° C. to a solution of Benzyl alcohol (2.1 g, 28.4 mmol) and Pyridine (2.35 g, 29.8 mmol) in DCM (20 mL) and continued stirring at 25° C. for 16 h. The reaction mixture was diluted with DCM (100 mL), washed with 1N aq.HCl solution followed by water and brine; Organic layer collected was dried over anhydrous sodium sulphate and concentrated under reduced pressure to afford the Benzyl cyclopropanesulfonate. 1H NMR (300 MHz, CD3O... Starting materials: C1(CC1)S(=O)(=O)Cl (Cyclopropyl sulfonyl chloride), C(C1=CC=CC=C1)O (Benzyl alcohol), N1=CC=CC=C1 (Pyridine).